Dataset: the Open Reaction Database (ORD), a public repository of structured organic reaction records. Task: describe an organic reaction: reactants, conditions, products, and yield The reactants are COC=1C=C(C=CC1[N+](=O)[O-])CC#N (2-(3-methoxy-4-nitrophenyl)acetonitrile), [OH-].[Na+] (sodium hydroxide), O (water), Cl (hydrochloric acid). The solvent is O1CCCC1 (tetrahydrofuran), O1CCCC1 (tetrahydrofuran). Reaction conditions: time 16 hour. Product: COC=1C=C(C=CC1[N+](=O)[O-])CCN (2-(3-methoxy-4-nitrophenyl)ethylamine). Yield: 51.9%. Reaction SMILES: [CH3:1][O:2][C:3]1[CH:4]=[C:5]([CH2:12][C:13]#[N:14])[CH:6]=[CH:7][C:8]=1[N+:9]([O-:11])=[O:10].O.Cl.[OH-].[Na+]>O1CCCC1>[CH3:1][O:2][C:3]1[CH:4]=[C:5]([CH2:12][CH2:13][NH2:14])[CH:6]=[CH:7][C:8]=1[N+:9]([O-:11])=[O:10] |f:3.4|. Procedure: Under ice cooling, 17.0 g of 2-(3-methoxy-4-nitrophenyl)acetonitrile in 50 ml of tetrahydrofuran is combined with 180 ml of 1-molar borane-tetrahydrofuran complex in tetrahydrofuran, stirred for 16 hours at room temperature, and mixed with water. The mixture is agitated at 0° C. for 0.5 hour, 200 ml of 2N hydrochloric acid is added dropwise, and the mixture is again stirred for 2 hours at 0° C. and for 2 hours at room temperature. A pH of 9.5°-10.5 is set with sodium hydroxide solution, and the ... Reactants: C(C=C)C1(CCN(CC1)C(=O)OC(C)(C)C)C(NC1=CC(=CC=C1)Cl)=O (tert-butyl 4-allyl-4-(3-chlorophenylcarbamoyl)piperidine-1-carboxylate), O1CCOCC1 (dioxane). The solvent is CO (MeOH). Conditions: temperature 50 celsius. The product is C(C=C)C1(CCNCC1)C(=O)NC1=CC(=CC=C1)Cl (4-allyl-N-(3-chlorophenyl)piperidine-4-carboxamide), hydrochloride salt. RXN SMILES: [CH2:1]([C:4]1([C:17](=[O:26])[NH:18][C:19]2[CH:24]=[CH:23][CH:22]=[C:21]([Cl:25])[CH:20]=2)[CH2:9][CH2:8][N:7](C(OC(C)(C)C)=O)[CH2:6][CH2:5]1)[CH:2]=[CH2:3].O1CCOCC1>CO>[CH2:1]([C:4]1([C:17]([NH:18][C:19]2[CH:24]=[CH:23][CH:22]=[C:21]([Cl:25])[CH:20]=2)=[O:26])[CH2:9][CH2:8][NH:7][CH2:6][CH2:5]1)[CH:2]=[CH2:3]. Reported procedure: To a solution of tert-butyl 4-allyl-4-(3-chlorophenylcarbamoyl)piperidine-1-carboxylate from step A (0.172 g, 0.453 mmol) in MeOH (10 mL) was added 4 MHCl in dioxane (0.340 mL, 1.36 mmol). The reaction was heated at 50° C. for 30 min, and then concentrated under vacuum, re-dissolved in MeOH and re-concentrated twice to give the title compound as the hydrochloride salt. MS (ES+) [M+H]+=279. Yields the product Cc1ccc(-c2ncc(Cl)nc2-c2ccc(C)cc2)cc1. As a reaction SMILES: [OH2:27].[OH:1][c:2]1[n:3][c:4](-[c:15]2[cH:16][cH:17][c:18]([CH3:21])[cH:19][cH:20]2)[c:5](-[c:8]2[cH:9][cH:10][c:11]([CH3:14])[cH:12][cH:13]2)[n:6][cH:7]1.[P:22]([Cl:23])([Cl:24])([Cl:25])=[O:26]>>[c:2]1([Cl:24])[n:3][c:4](-[c:15]2[cH:16][cH:17][c:18]([CH3:21])[cH:19][cH:20]2)[c:5](-[c:8]2[cH:9][cH:10][c:11]([CH3:14])[cH:12][cH:13]2)[n:6][cH:7]1. Reactants: O, Cc1ccc(-c2ncc(O)nc2-c2ccc(C)cc2)cc1, O=P(Cl)(Cl)Cl. Starting materials: Br, O=C([O-])[O-], C=CCBr, C=CCOCC=C, C=CCc1ccc(F)c(-c2ccccc2C)c1O, COc1cccc(F)c1-c1ccccc1C, [H-], [K+], [K+], [Na+], O=C(OO)c1cccc(Cl)c1, Cc1cc(C)cc(C)c1. Yields the product Cc1ccccc1-c1c(F)ccc2c1OC(CO)C2. Reaction SMILES: [BrH:65].[C:59](=[O:60])([O-:61])[O-:62].[CH2:19]([Br:20])[CH:21]=[CH2:22].[CH2:23]([O:24][CH2:25][CH:26]=[CH2:27])[CH:28]=[CH2:29].[CH2:30]([CH:31]=[CH2:32])[c:33]1[c:34]([OH:47])[c:35](-[c:40]2[c:41]([CH3:46])[cH:42][cH:43][cH:44][cH:45]2)[c:36]([F:39])[cH:37][cH:38]1.[CH3:1][O:2][c:3]1[c:4](-[c:5]2[cH:6][cH:7][cH:8][cH:9][c:10]2[CH3:11])[c:12]([F:13])[cH:14][cH:15][cH:16]1.[H-:17].[K+:63].[K+:64].[Na+:18].[OH:48][O:49][C:50]([c:51]1[cH:52][c:53]([Cl:54])[cH:55][cH:56][cH:57]1)=[O:58].[c:66]1([CH3:67])[cH:68][c:69]([CH3:70])[cH:71][c:72]([CH3:73])[cH:74]1>>[OH:2][CH2:32][CH:31]1[CH2:30][c:33]2[c:34]([c:35](-[c:40]3[c:41]([CH3:46])[cH:42][cH:43][cH:44][cH:45]3)[c:36]([F:39])[cH:37][cH:38]2)[O:47]1. The reactants are C(C)(C)N1CCC(C2=CC(=C(C=C12)C)NC1=C(C(=O)OCC)C=CC=C1)(C)C (Ethyl [(1-isopropyl-4,4,7-trimethyl-1,2,3,4-tetrahydroquinolin-6-yl)amino)benzoate), C(C)(C)N1CCC(C2=CC(=C(C=C12)C)NC1=C(C(=O)OCC)C=CC=C1)(C)C (Ethyl [(1-isopropyl-4,4,7-trimethyl-1,2,3,4-tetrahydroquinolin-6-yl)amino)benzoate), C(#N)[BH3-].[Na+] (sodium cyanoborohydride), [OH-].[Na+] (NaOH), C(C(C)C)=O (isobutyraldehyde). Solvent: C(C)(=O)O (acetic acid), C(C)#N (acetonitrile). Yields the product C(C)(C)N1CCC(C2=CC(=C(C=C12)C)N(CC(C)C)C1=C(C(=O)OCC)C=CC=C1)(C)C (Ethyl [(1-isopropyl-4,4,7-trimethyl-1,2,3,4-tetrahydroquinolin-6-yl)isobutylamino]benzoate). The yield is 34.4%. RXN SMILES: [CH:1]([N:4]1[C:13]2[C:8](=[CH:9][C:10]([NH:15][C:16]3[CH:26]=[CH:25][CH:24]=[CH:23][C:17]=3[C:18]([O:20][CH2:21][CH3:22])=[O:19])=[C:11]([CH3:14])[CH:12]=2)[C:7]([CH3:28])([CH3:27])[CH2:6][CH2:5]1)([CH3:3])[CH3:2].[CH:29](=O)[CH:30]([CH3:32])[CH3:31].C([BH3-])#N.[Na+].[OH-].[Na+]>C(O)(=O)C.C(#N)C>[CH:1]([N:4]1[C:13]2[C:8](=[CH:9][C:10]([N:15]([C:16]3[CH:26]=[CH:25][CH:24]=[CH:23][C:17]=3[C:18]([O:20][CH2:21][CH3:22])=[O:19])[CH2:29][CH:30]([CH3:32])[CH3:31])=[C:11]([CH3:14])[CH:12]=2)[C:7]([CH3:28])([CH3:27])[CH2:6][CH2:5]1)([CH3:3])[CH3:2] |f:2.3,4.5|. Procedure details: Ethyl [(1-isopropyl-4,4,7-trimethyl-1,2,3,4-tetrahydroquinolin-6-yl)amino)benzoate (Compound 20, 0.12 g, 0.32 mmol) was dissolved in a 10% acetic acid in acetonitrile solution (2.0 mL). The solution was treated with isobutyraldehyde (0.10 mL, 1.1 mmol) and then sodium cyanoborohydride (22 mg, 0.35 mmol) and the reaction stirred at room temperature for 7 hours. 1 M aqueous NaOH was added until pH=6 was reached and the solution was extracted with ether (2×), washed with brine, and dried (Na2SO4). ... As a reaction SMILES: [C:1]([O:4][C@@H:5]1[C@@H:10]([O:11][C:12](=[O:14])[CH3:13])[C@H:9]([O:15][C:16](=[O:18])[CH3:17])[C@@H:8]([CH2:19]O)[O:7][CH2:6]1)(=[O:3])[CH3:2].C1(P(C2C=CC=CC=2)C2C=CC=CC=2)C=CC=CC=1.C(Cl)(Cl)(Cl)[Cl:41]>N1C=CC=CC=1>[Cl:41][CH2:19][C@H:8]1[O:7][CH2:6][C@H:5]([O:4][C:1](=[O:3])[CH3:2])[C@@H:10]([O:11][C:12](=[O:14])[CH3:13])[C@@H:9]1[O:15][C:16](=[O:18])[CH3:17]. The yield is 59.0%. The reactants are C1(=CC=CC=C1)P(C1=CC=CC=C1)C1=CC=CC=C1 (triphenylphosphine), C(Cl)(Cl)(Cl)Cl (carbon tetrachloride), C(C)(=O)O[C@H]1CO[C@@H]([C@H]([C@@H]1OC(C)=O)OC(C)=O)CO (1,5-anhydro-2,3,4-tri-O-acetyl-D-glucitol). Yields the product ClC[C@@H]1[C@H]([C@@H]([C@H](CO1)OC(C)=O)OC(C)=O)OC(C)=O (1,5-anhydro-6-chloro-6-deoxy-2,3,4-tri-O-acetyl-D-glucitol). Reported procedure: 895 mg (3.08 mmol) of 1,5-anhydro-2,3,4-tri-O-acetyl-D-glucitol was dissolved in 30 ml of pyridine, and 1.95 g (7.4 mmol) of triphenylphosphine and 10 ml of carbon tetrachloride were added. The mixture was allowed to react at 45° to 50° C. for 2 hours. The reaction mixture was then concentrated under reduced pressure and the residue extracted with chloroform (80 ml). The chloroform layer was washed with 1N aqueous hydrochloric acid solution (80 ml) and water (80 ml), dehydrated over anhydrous so... Run in N1=CC=CC=C1 (pyridine).